From a dataset of the Open Reaction Database (ORD), a public repository of structured organic reaction records. describe an organic reaction: reactants, conditions, products, and yield The reactants are CCCC[N+](CCCC)(CCCC)CCCC, C1COCCO1, COCCCl, [F-], O=C(O)C(F)(F)F, Nc1cnc(F)cc1I, [I-], [K+], [K+], [OH-]. Yields the product COCCNc1cnc(F)cc1I. Reaction SMILES: [CH2:27]([N+:28]([CH2:29][CH2:30][CH2:31][CH3:32])([CH2:33][CH2:34][CH2:35][CH3:36])[CH2:37][CH2:38][CH2:39][CH3:40])[CH2:41][CH2:42][CH3:43].[CH2:44]1[O:45][CH2:46][CH2:47][O:48][CH2:49]1.[CH3:17][O:18][CH2:19][CH2:20][Cl:21].[F-:24].[F:10][C:11]([F:12])([F:13])[C:14]([OH:15])=[O:16].[F:1][c:2]1[cH:3][c:4]([I:9])[c:5]([NH2:8])[cH:6][n:7]1.[I-:26].[K+:23].[K+:25].[OH-:22]>>[F:1][c:2]1[cH:3][c:4]([I:9])[c:5]([NH:8][CH2:20][CH2:19][O:18][CH3:17])[cH:6][n:7]1. Starting materials: COC(=O)c1ccc(C(C)NC(=O)c2cc(Cl)cnc2Cl)cc1, Oc1ccc2ccncc2c1. RXN SMILES: [Cl:1][c:2]1[n:3][cH:4][c:5]([Cl:23])[cH:6][c:7]1[C:8](=[O:9])[NH:10][CH:11]([CH3:12])[c:13]1[cH:14][cH:15][c:16]([C:17](=[O:18])[O:19][CH3:20])[cH:21][cH:22]1.[cH:24]1[n:25][cH:26][cH:27][c:28]2[cH:29][cH:30][c:31]([OH:34])[cH:32][c:33]12>>[c:2]1([O:34][c:31]2[cH:30][cH:29][c:28]3[cH:27][cH:26][n:25][cH:24][c:33]3[cH:32]2)[n:3][cH:4][c:5]([Cl:23])[cH:6][c:7]1[C:8](=[O:9])[NH:10][CH:11]([CH3:12])[c:13]1[cH:14][cH:15][c:16]([C:17](=[O:18])[O:19][CH3:20])[cH:21][cH:22]1. The product is COC(=O)c1ccc(C(C)NC(=O)c2cc(Cl)cnc2Oc2ccc3ccncc3c2)cc1. Starting materials: O=C(CBr)Nc1cccc(F)c1, O=C(OC1CN2CCC1CC2)C1(c2ccccc2)CCCCCC1. The product is [Br-], O=C(C[N+]12CCC(CC1)C(OC(=O)C1(c3ccccc3)CCCCCC1)C2)Nc1cccc(F)c1. RXN SMILES: [Br:25][CH2:26][C:27](=[O:28])[NH:29][c:30]1[cH:31][c:32]([F:36])[cH:33][cH:34][cH:35]1.[c:1]1([C:7]2([C:14](=[O:15])[O:16][CH:17]3[CH2:18][N:19]4[CH2:20][CH2:21][CH:22]3[CH2:23][CH2:24]4)[CH2:8][CH2:9][CH2:10][CH2:11][CH2:12][CH2:13]2)[cH:2][cH:3][cH:4][cH:5][cH:6]1>>[Br-:25].[c:1]1([C:7]2([C:14](=[O:15])[O:16][CH:17]3[CH2:18][N+:19]4([CH2:26][C:27](=[O:28])[NH:29][c:30]5[cH:31][c:32]([F:36])[cH:33][cH:34][cH:35]5)[CH2:20][CH2:21][CH:22]3[CH2:23][CH2:24]4)[CH2:8][CH2:9][CH2:10][CH2:11][CH2:12][CH2:13]2)[cH:2][cH:3][cH:4][cH:5][cH:6]1. Reactants: C1(=CC=CC=C1)C (toluene), CC1=C(C=CC=C1)C (dimethylbenzene). Run in C1=CC=CC=C1 (benzene). The product is C1=CC=CC2=CC=CC=C12 (naphthalene), mononitro. As a reaction SMILES: [C:1]1([CH3:7])[CH:6]=[CH:5][CH:4]=[CH:3][CH:2]=1.[CH3:8][C:9]1C=CC=C[C:10]=1C>C1C=CC=CC=1>[CH:5]1[C:6]2[C:1](=[CH:7][CH:8]=[CH:9][CH:10]=2)[CH:2]=[CH:3][CH:4]=1. Procedure: The substitution of (6) toluene, (7) dimethylbenzene and (8) naphthalene, respectively, for the benzene of Example 1 both as a charge material and an extractant, resulted in the production of the corresponding mononitro compound in yields comparative thereto. Starting materials: ClC1=NC(=NC(=C1CC[C@H](CCCCCC)F)Cl)C1=CC=C(C=C1)CCCCCCCCCC ((S)-4,6-dichloro-(5-3-fluorononyl)-2-(4-decylphenyl)pyrimidine), C(C)O (ethanol), [O-2].[Mg+2] (magnesium oxide), [H][H] (hydrogen). Reagents/catalysts: [C].[Pd] (palladium-carbon). The solvent is O (water), C1=CC=CC=C1 (benzene). Product: F[C@H](CCC=1C=NC(=NC1)C1=CC=C(C=C1)CCCCCCCCCC)CCCCCC ((S)-5-(3-fluorononyl)-2-(4-decylphenyl)pyrimidine). Yield: 69.0%. Reaction SMILES: Cl[C:2]1[C:7]([CH2:8][CH2:9][C@@H:10]([F:17])[CH2:11][CH2:12][CH2:13][CH2:14][CH2:15][CH3:16])=[C:6](Cl)[N:5]=[C:4]([C:19]2[CH:24]=[CH:23][C:22]([CH2:25][CH2:26][CH2:27][CH2:28][CH2:29][CH2:30][CH2:31][CH2:32][CH2:33][CH3:34])=[CH:21][CH:20]=2)[N:3]=1.C(O)C.[O-2].[Mg+2].[H][H]>[C].[Pd].C1C=CC=CC=1.O>[F:17][C@@H:10]([CH2:11][CH2:12][CH2:13][CH2:14][CH2:15][CH3:16])[CH2:9][CH2:8][C:7]1[CH:6]=[N:5][C:4]([C:19]2[CH:20]=[CH:21][C:22]([CH2:25][CH2:26][CH2:27][CH2:28][CH2:29][CH2:30][CH2:31][CH2:32][CH2:33][CH3:34])=[CH:23][CH:24]=2)=[N:3][CH:2]=1 |f:2.3,5.6|. Procedure details: 72 mg of palladium-carbon (palladium=about 5%), 372 mg (0.73 mM) of (S)-4,6-dichloro-(5-3-fluorononyl)-2-(4-decylphenyl)pyrimidine, 5 ml of 99%-ethanol, 118 mg (2.92 mM) of magnesium oxide and 0.3 ml of distilled water were placed in a two-necked round-bottomed flask and subjected to hydrogen addition for 5 hours at 60° C. After the reaction, benzene was added to the reaction mixture and the catalyst as removed from the reaction mixture, followed by distilling-off of the solvent and purification... Starting materials: O=C([O-])[O-], Cc1c(F)ccc[n+]1[O-], [NH4+], [NH4+], O=[N+]([O-])O, O=S(=O)(O)O. The product is Cc1c(F)c([N+](=O)[O-])cc[n+]1[O-]. RXN SMILES: [C:14](=[O:15])([O-:16])[O-:17].[CH3:5][c:6]1[n+:7]([O-:13])[cH:8][cH:9][cH:10][c:11]1[F:12].[NH4+:18].[NH4+:19].[OH:1][N+:2]([O-:3])=[O:4].[S:20](=[O:21])(=[O:22])([OH:23])[OH:24]>>[O-:1][N+:2](=[O:4])[c:10]1[cH:9][cH:8][n+:7]([O-:13])[c:6]([CH3:5])[c:11]1[F:12].